Dataset: the Open Reaction Database (ORD), a public repository of structured organic reaction records. Task: describe an organic reaction: reactants, conditions, products, and yield Starting materials: C(C)(=O)N1C(CN(C(C1)=O)C(CCCCCCCC)=O)=O (1-Acetyl-4-nonanoyl-2,5-piperazinedione), CC(CC(=O)Cl)CC(C)(C)C (3,5,5-trimethylhexanoyl chloride). Yields the product C(C)(=O)N1C(CN(C(C1)=O)C(CC(CC(C)(C)C)C)=O)=O (1-Acetyl-4-(3,5,5-trimethylhexanoyl)-2,5-piperazinedione). RXN SMILES: [C:1]([N:4]1[CH2:9][C:8](=[O:10])[N:7](C(=O)CCCCCCCC)[CH2:6][C:5]1=[O:21])(=[O:3])[CH3:2].[CH3:22][CH:23]([CH2:28][C:29]([CH3:32])([CH3:31])[CH3:30])[CH2:24][C:25](Cl)=[O:26]>>[C:1]([N:4]1[CH2:9][C:8](=[O:10])[N:7]([C:25](=[O:26])[CH2:24][CH:23]([CH3:22])[CH2:28][C:29]([CH3:32])([CH3:31])[CH3:30])[CH2:6][C:5]1=[O:21])(=[O:3])[CH3:2]. Procedure details: ##STR26## Synthesized as for 1-Acetyl-4-nonanoyl-2,5-piperazinedione in EXAMPLE I using 3,5,5-trimethylhexanoyl chloride in place of nonanoyl chloride. Starting materials: OCP(CO)CO (Tris(hydroxymethyl)phosphine), C=O (formalin), S(=O)(=O)(N)N (Sulfamide), C1N2CN3CN1CN(C2)C3 (hexamethylenetetramine). Solvent: O (water). The product is N12S(N3CN(CP(C1)C3)C2)(=O)=O (2-thia-1,3,5-triaza-7-phosphaadamantane 2,2-dioxide). Isolated yield 66.0%. As a reaction SMILES: O[CH2:2][P:3]([CH2:6]O)[CH2:4]O.C=O.[S:10]([NH2:14])([NH2:13])(=[O:12])=[O:11].[CH2:15]1N2CN3CN(C2)[CH2:17][N:16]1C3>O>[N:13]12[CH2:17][N:16]3[CH2:2][P:3]([CH2:6][N:14]([CH2:15]3)[S:10]1(=[O:12])=[O:11])[CH2:4]2. Procedure details: Tris(hydroxymethyl)phosphine (3.9 g, 80%, 0.025 moles) was dissolved in formalin (20 ml, 40%, 0.267 moles) and water (20 ml). Sulfamide (2.4 g, 0.025 mole) and hexamethylenetetramine (3.5 g, 0.025 mole) were added together and dissolved in the solution at room temperature. The solution heated up slightly and over the next twenty-four hours a precipitate formed. Filtration, dissolution of the solid in 4 successive 30 ml acetone washes and evaporation of the acetone yielded 3.42 g of crude 2-thia-... Reactants: C1(=CC=CC=C1)COC(=O)N1CC2COC3=C(N2CC1)C=CC(=C3)N3C(O[C@H](C3)CO)=O (1, 2, 4a, 5-Tetrahydro-8-[5-(R)-(hydroxymethyl)-2-oxo-3-oxazolidinyl]-pyrazino[2, 1-c][1, 4]benzoxazine-3(4H)-carboxylic acid phenylmethyl ester), solution, TEA. Run in CCCCCC (hexane), CCO (EtOH), CCO (EtOH). Product: C1(=CC=CC=C1)COC(=O)N1C[C@H]2COC3=C(N2CC1)C=CC(=C3)N3C(O[C@H](C3)CO)=O ((S)-1, 2, 4a, 5-Tetrahydro-8-[5-(R)-(hydroxymethyl)-2-oxo-3-oxazolidinyl]-pyrazino[2, 1-c][1, 4]benzoxazine-3(4 H)-carboxylic acid phenylmethyl ester). As a reaction SMILES: [C:1]1([CH2:7][O:8][C:9]([N:11]2[CH2:20][CH2:19][N:18]3[CH:13]([CH2:14][O:15][C:16]4[CH:24]=[C:23]([N:25]5[CH2:29][C@H:28]([CH2:30][OH:31])[O:27][C:26]5=[O:32])[CH:22]=[CH:21][C:17]=43)[CH2:12]2)=[O:10])[CH:6]=[CH:5][CH:4]=[CH:3][CH:2]=1>CCCCCC.CCO>[C:1]1([CH2:7][O:8][C:9]([N:11]2[CH2:20][CH2:19][N:18]3[C@H:13]([CH2:14][O:15][C:16]4[CH:24]=[C:23]([N:25]5[CH2:29][C@H:28]([CH2:30][OH:31])[O:27][C:26]5=[O:32])[CH:22]=[CH:21][C:17]=43)[CH2:12]2)=[O:10])[CH:6]=[CH:5][CH:4]=[CH:3][CH:2]=1. Procedure details: A solution of 50 mg/mL of a mixture of diastereomers 1, 2, 4a, 5-Tetrahydro-8-[5-(R)-(hydroxymethyl)-2-oxo-3-oxazolidinyl]-pyrazino[2, 1-c][1, 4]benzoxazine-3(4 H)-carboxylic acid phenylmethyl ester (EXAMPLE 1, Step 8) is made in the mobile phase that consisted of 35% EtOH in hexane (V/V). The solution (200 mg) is injected into a 5.1×50 cm Chiralcel OD column at 30° C. The column is eluted at 45 ml/min and monitored at 305 nm. The two diastereomers are collected using a peak recognition program ... Starting materials: C(C1=CC=CC=C1)N1C(CCCC1)=O (N-benzylpiperidone), ClC1=NC2=CC=CC=C2C=C1 (2-chloroquinoline), C(C)(C)[N-]C(C)C.[Li+] (lithium diisopropylamide), O (water). The solvent is C1CCOC1 (THF), C1CCOC1 (THF), C1CCOC1 (THF). Conditions: temperature -78 celsius, time 1 hour. Yields the product C(C1=CC=CC=C1)N1CCC(CC1)(O)C=1C(=NC2=CC=CC=C2C1)Cl (1-benzyl-4-(2-chloro-quinolin-3-yl)-piperidin-4-ol). RXN SMILES: [Cl:1][C:2]1[CH:11]=[CH:10][C:9]2[C:4](=[CH:5][CH:6]=[CH:7][CH:8]=2)[N:3]=1.C([N-]C(C)C)(C)C.[Li+].[CH2:20]([N:27]1[CH2:32][CH2:31][CH2:30][CH2:29][C:28]1=O)[C:21]1[CH:26]=[CH:25][CH:24]=[CH:23][CH:22]=1.[OH2:34]>C1COCC1>[CH2:20]([N:27]1[CH2:32][CH2:31][C:30]([C:11]2[C:2]([Cl:1])=[N:3][C:4]3[C:9]([CH:10]=2)=[CH:8][CH:7]=[CH:6][CH:5]=3)([OH:34])[CH2:29][CH2:28]1)[C:21]1[CH:26]=[CH:25][CH:24]=[CH:23][CH:22]=1 |f:1.2|. Reported procedure: Under an argon atmosphere 22.3 g (136 mmol) 2-chloroquinoline in 60 mL THF was slowly added dropwise at −78° C. to 68.0 mL (136 mmol) of a 2M lithium diisopropylamide (in THF) solution in 280 mL THF. The reaction mixture was stirred for 1 h at −78° C. and then 24.3 mL (136 mmol) N-benzylpiperidone in 50 mL of THF were added dropwise. The reaction mixture was stirred for 40 min at −70° C. and for 3 h at RT. The reaction mixture was cooled to −20° C., and 200 mL water were added dropwise. The reac... The reactants are CI (Methyl iodide), C(C)C=1SC2=C(N1)C(C1=C(C=C2)C=C(C=C1)C)C=1C(NC(NC1)=O)=S ((±)-5-(2-Ethyl-7-methyl-4H-benzo[5,6]cyclohepta[1,2-d]thiazol-4-yl)-3,4-dihydro-4-thioxo-2(1H)-pyrimidinone), C([O-])(O)=O.[Na+] (sodium bicarbonate). Solvent: C(C)O (ethanol), O (water). Product: C(C)C=1SC2=C(N1)C(C1=C(C=C2)C=C(C=C1)C)C=1C(=NC(NC1)=O)SC ((±)-5-(2-Ethyl-7-methyl-4-H-benzo[5,6]cyclohepta[1,2-d]thiazol-4-yl)-4-methylthio-2(1H)-pyrimidinone). Reaction SMILES: CI.[CH2:3]([C:5]1[S:6][C:7]2[CH:14]=[CH:13][C:12]3[CH:15]=[C:16]([CH3:19])[CH:17]=[CH:18][C:11]=3[CH:10]([C:20]3[C:21](=[S:27])[NH:22][C:23](=[O:26])[NH:24][CH:25]=3)[C:8]=2[N:9]=1)[CH3:4].[C:28](=O)(O)[O-].[Na+]>C(O)C.O>[CH2:3]([C:5]1[S:6][C:7]2[CH:14]=[CH:13][C:12]3[CH:15]=[C:16]([CH3:19])[CH:17]=[CH:18][C:11]=3[CH:10]([C:20]3[C:21]([S:27][CH3:28])=[N:22][C:23](=[O:26])[NH:24][CH:25]=3)[C:8]=2[N:9]=1)[CH3:4] |f:2.3|. Reported procedure: Methyl iodide (0.044 ml) was added to a stirred solution of the product from example 31 step (v) (0.250 g) and sodium bicarbonate (0.057 g) in ethanol (5 ml) and water (3 ml). After 3 h the reaction mixture was partitioned between ethyl acetate and water. The organic phase was washed with water, dried (MgSO4) and evaporated under reduced pressure. Purification was by trituration with ethyl acetate and isohexane. Starting materials: CC(=CC(=O)O)C=CC=C(CCC=C(CCC=C(C)C)C)C (3,7,11,15-Tetramethyl-2,4,6,10,14-hexadecapentaenoic acid), C(C)N (ethylamine). The product is C(C)NC(C=C(C=CC=C(CCC=C(CCC=C(C)C)C)C)C)=O (N-Ethyl-3,7,11,15-tetramethyl-2,4,6,10,14-hexadecapentaenoamide). As a reaction SMILES: [CH3:1][C:2]([CH:7]=[CH:8][CH:9]=[C:10]([CH3:22])[CH2:11][CH2:12][CH:13]=[C:14]([CH3:21])[CH2:15][CH2:16][CH:17]=[C:18]([CH3:20])[CH3:19])=[CH:3][C:4]([OH:6])=O.[CH2:23]([NH2:25])[CH3:24]>>[CH2:23]([NH:25][C:4](=[O:6])[CH:3]=[C:2]([CH3:1])[CH:7]=[CH:8][CH:9]=[C:10]([CH3:22])[CH2:11][CH2:12][CH:13]=[C:14]([CH3:21])[CH2:15][CH2:16][CH:17]=[C:18]([CH3:20])[CH3:19])[CH3:24]. Reported procedure: 3,7,11,15-Tetramethyl-2,4,6,10,14-hexadecapentaenoic acid and ethylamine were reacted in the same manner as in Example 8 to obtain the desired product as an oil. The reactants are CCO, CCOC(C)=O, COc1ccc(NC2=CC(=O)CC2)cc1OC1CCCC1, O=C1CCC(=O)N1Cl, O. Yields the product COc1ccc(NC2=C(Cl)C(=O)CC2)cc1OC1CCCC1. As a reaction SMILES: [CH2:31]([OH:32])[CH3:33].[CH3:34][CH2:35][O:36][C:37](=[O:38])[CH3:39].[CH:1]1([O:6][c:7]2[cH:8][c:9]([NH:10][C:11]3=[CH:12][C:13](=[O:16])[CH2:14][CH2:15]3)[cH:17][cH:18][c:19]2[O:20][CH3:21])[CH2:2][CH2:3][CH2:4][CH2:5]1.[Cl:22][N:23]1[C:24](=[O:25])[CH2:26][CH2:27][C:28]1=[O:29].[OH2:30]>>[CH:1]1([O:6][c:7]2[cH:8][c:9]([NH:10][C:11]3=[C:12]([Cl:22])[C:13](=[O:16])[CH2:14][CH2:15]3)[cH:17][cH:18][c:19]2[O:20][CH3:21])[CH2:2][CH2:3][CH2:4][CH2:5]1.